From a dataset of the Open Reaction Database (ORD), a public repository of structured organic reaction records. describe an organic reaction: reactants, conditions, products, and yield Reactants: BrC1=C(C=C(C2=C1C[C@H](O2)C)N)C ((R)-4-bromo-2,5-dimethyl-2,3-dihydrobenzofuran-7-amine), C[C@@H]1OC2=C(C1)C=C(C=C2N)C ((S)-2,5-dimethyl-2,3-dihydrobenzofuran-7-amine). Product: BrC1=C(C=C(C2=C1C[C@@H](O2)C)N)C ((S)-4-bromo-2,5-dimethyl-2,3-dihydrobenzofuran-7-amine). Reaction SMILES: [Br:1][C:2]1[C:7]2[CH2:8][C@@H:9]([CH3:11])[O:10][C:6]=2[C:5]([NH2:12])=[CH:4][C:3]=1[CH3:13].C[C@H]1CC2C=C(C)C=C(N)C=2O1>>[Br:1][C:2]1[C:7]2[CH2:8][C@H:9]([CH3:11])[O:10][C:6]=2[C:5]([NH2:12])=[CH:4][C:3]=1[CH3:13]. Procedure: The title compound 5f was prepared according to the method for preparation of compound 3g of Example 3 by replacing 3f with 5e. MS-ESI (m/z): 242 (M+1)+. The reactants are ClC1=C(C=C(C2=CC=CC=C12)N1CCOCC1)O (1-Chloro-4-morpholino-2-naphthol), [H][H] (hydrogen), [H][H] (hydrogen), 2(a). Reagents/catalysts: [Pd] (palladium on charcoal). Run in [OH-].[K+] (potassium hydroxide). Yields the product O1CCN(CC1)C1=CC(=CC2=CC=CC=C12)O (4-morpholino-2-naphthol). Reaction SMILES: Cl[C:2]1[C:11]2[C:6](=[CH:7][CH:8]=[CH:9][CH:10]=2)[C:5]([N:12]2[CH2:17][CH2:16][O:15][CH2:14][CH2:13]2)=[CH:4][C:3]=1[OH:18].[H][H]>[OH-].[K+].[Pd]>[O:15]1[CH2:14][CH2:13][N:12]([C:5]2[C:6]3[C:11](=[CH:10][CH:9]=[CH:8][CH:7]=3)[CH:2]=[C:3]([OH:18])[CH:4]=2)[CH2:17][CH2:16]1 |f:2.3|. Procedure: 1-Chloro-4-morpholino-2-naphthol (15.0 g;0.057 mol), prepared as described in 2(a) above, was dissolved in 10% aqueous potassium hydroxide (100 ml) and was treated in the presence of palladium on charcoal (1.75 g;5%) at room temperature under 3 atmospheres of hydrogen until a stoichiometric amount of hydrogen was absorbed (approximately 24h). The palladium catalyst was removed by filtration and the filtrate neutralised with glacial acetic acid to afford 4-morpholino-2-naphthol as a white solid (... Starting materials: CCOc1ccc(Br)cc1, C1CCOC1, [Li]CCCC, CCOC(C)=O, C[Si](C)(Cl)CCl, O. Reaction SMILES: [Br:6][c:7]1[cH:8][cH:9][c:10]([O:13][CH2:14][CH3:15])[cH:11][cH:12]1.[CH2:1]1[O:2][CH2:3][CH2:4][CH2:5]1.[CH2:22]([Li:23])[CH2:24][CH2:25][CH3:26].[CH3:28][CH2:29][O:30][C:31](=[O:32])[CH3:33].[Cl:16][CH2:17][Si:18]([CH3:19])([CH3:20])[Cl:21].[OH2:27]>>[c:7]1([Si:18]([CH2:17][Cl:16])([CH3:19])[CH3:20])[cH:8][cH:9][c:10]([O:13][CH2:14][CH3:15])[cH:11][cH:12]1. Product: CCOc1ccc([Si](C)(C)CCl)cc1. Run in C1CCOC1 (THF), ClCCl (dichloromethane). The reactants are [H-].[Na+] (Sodium hydride), COC=1C=CC(=C2C=CC(N(C12)C)=O)CCCC(C(=O)OCC)C(=O)OCC (diethyl 2-[3-(8-methoxy-1-methyl-2-oxo-1,2-dihydroquinolin-5-yl)propyl]malonate), ClN1C(CCC1=O)=O (N-chlorosuccinimide), Cl (hydrochloric acid), [H][H] (hydrogen). As a reaction SMILES: [H-].[Na+].[CH3:3][O:4][C:5]1[CH:6]=[CH:7][C:8]([CH2:17][CH2:18][CH2:19][CH:20]([C:26]([O:28][CH2:29][CH3:30])=[O:27])[C:21]([O:23][CH2:24][CH3:25])=[O:22])=[C:9]2[C:14]=1[N:13]([CH3:15])[C:12](=[O:16])[CH:11]=[CH:10]2.[H][H].[Cl:33]N1C(=O)CCC1=O.Cl>ClCCl.C1COCC1>[Cl:33][C:20]([CH2:19][CH2:18][CH2:17][C:8]1[CH:7]=[CH:6][C:5]([O:4][CH3:3])=[C:14]2[C:9]=1[CH:10]=[CH:11][C:12](=[O:16])[N:13]2[CH3:15])([C:21]([O:23][CH2:24][CH3:25])=[O:22])[C:26]([O:28][CH2:29][CH3:30])=[O:27] |f:0.1|. The yield is 125.6%. Reported procedure: Sodium hydride (60% in oil) (0.33 g) was added under ice cooling to a THF solution (30 ml) of diethyl 2-[3-(8-methoxy-1-methyl-2-oxo-1,2-dihydroquinolin-5-yl)propyl]malonate (2.94 g), and stirring was carried out until the generation of hydrogen stopped. N-chlorosuccinimide (1.2 g) was added, followed by stirring for 2 hours. The reaction mixture was added to cold hydrochloric acid, and extraction with dichloromethane was performed. The extract was dried over anhydrous sodium sulfate, and concen... Product: ClC(C(=O)OCC)(C(=O)OCC)CCCC1=C2C=CC(N(C2=C(C=C1)OC)C)=O (diethyl 2-chloro-2-[3-(8-methoxy-1-methyl-2-oxo-1,2-dihydroquinolin-5-yl)propyl]malonate). Run at temperature 80 celsius. Yields the product C(C(C)(C)C)(=O)C1=CN(C2=NC=C(N=C21)NC2=CC=C(C=C1C(NC(S1)=O)=O)C=C2)COCC[Si](C)(C)C (5-(4-(7-pivaloyl-5-((2-(trimethylsilyl)ethoxy)-methyl)-5H-pyrrolo[2,3-b]pyrazin-2-ylamino)benzylidene)thiazolidine-2,4-dione). Run in C(C)O (ethanol), C(C)O (ethanol). The reactants are C(C(C)(C)C)(=O)C1=CN(C2=NC=C(N=C21)NC2=CC=C(C=O)C=C2)COCC[Si](C)(C)C (4-(7-pivaloyl-5-((2-(trimethylsilyl)ethoxy)methyl)-5H-pyrrolo[2,3-b]pyrazin-2-yl amino)benzaldehyde), S1C(NC(C1)=O)=O (thiazolidine-2,4-dione), C(C)(=O)O.N1CCCCC1 (Piperidine acetate). Reported procedure: To a 35 ml reaction vial 4-(7-pivaloyl-5-((2-(trimethylsilyl)ethoxy)methyl)-5H-pyrrolo[2,3-b]pyrazin-2-yl amino)benzaldehyde (0.200 g, 0.0004 mole) and thiazolidine-2,4-dione (0.155 g, 0.0105 mole) were taken in ethanol (10 ml). Piperidine acetate (3.3M solution in water) (3 ml) was added at RT. The reaction mixture was heated to 80° C. for 16 hrs. After completion of the reaction, ethanol was evaporated under reduced pressure and diluted with EtOAc. Organic layer was washed with water, dried ov... The yield is 77.0%. As a reaction SMILES: [C:1]([C:7]1[C:15]2[C:10](=[N:11][CH:12]=[C:13]([NH:16][C:17]3[CH:24]=[CH:23][C:20]([CH:21]=O)=[CH:19][CH:18]=3)[N:14]=2)[N:9]([CH2:25][O:26][CH2:27][CH2:28][Si:29]([CH3:32])([CH3:31])[CH3:30])[CH:8]=1)(=[O:6])[C:2]([CH3:5])([CH3:4])[CH3:3].[S:33]1[CH2:37][C:36](=[O:38])[NH:35][C:34]1=[O:39].C(O)(=O)C.N1CCCCC1>C(O)C>[C:1]([C:7]1[C:15]2[C:10](=[N:11][CH:12]=[C:13]([NH:16][C:17]3[CH:18]=[CH:19][C:20]([CH:21]=[C:37]4[S:33][C:34](=[O:39])[NH:35][C:36]4=[O:38])=[CH:23][CH:24]=3)[N:14]=2)[N:9]([CH2:25][O:26][CH2:27][CH2:28][Si:29]([CH3:31])([CH3:32])[CH3:30])[CH:8]=1)(=[O:6])[C:2]([CH3:4])([CH3:3])[CH3:5] |f:2.3|. Starting materials: B(Br)(Br)Br (boron tribromide), C(#N)C(CCCN1CCN(CC1)CCOC1=CC=C(C=C1)F)(C(C)C)C1=CC=C(C=C1)OC (1-[4-Cyano-5-methyl-4-(4-methoxyphenyl)hexyl]-4-[2-(4-fluorophenoxy)ethyl]piperazine), C([O-])(O)=O.[Na+] (sodium bicarbonate). Run in ClCCl (dichloromethane). The product is C(#N)C(CCCN1CCN(CC1)CCOC1=CC=C(C=C1)F)(C(C)C)C1=CC=C(C=C1)O (1-[4-Cyano-5-methyl-4-(4-hydroxyphenyl)hexyl]-4-[2-(4-fluorophenoxy)ethyl]piperazine). Reaction SMILES: [C:1]([C:3]([C:26]1[CH:31]=[CH:30][C:29]([O:32]C)=[CH:28][CH:27]=1)([CH:23]([CH3:25])[CH3:24])[CH2:4][CH2:5][CH2:6][N:7]1[CH2:12][CH2:11][N:10]([CH2:13][CH2:14][O:15][C:16]2[CH:21]=[CH:20][C:19]([F:22])=[CH:18][CH:17]=2)[CH2:9][CH2:8]1)#[N:2].B(Br)(Br)Br.C(=O)(O)[O-].[Na+]>ClCCl>[C:1]([C:3]([C:26]1[CH:31]=[CH:30][C:29]([OH:32])=[CH:28][CH:27]=1)([CH:23]([CH3:25])[CH3:24])[CH2:4][CH2:5][CH2:6][N:7]1[CH2:12][CH2:11][N:10]([CH2:13][CH2:14][O:15][C:16]2[CH:21]=[CH:20][C:19]([F:22])=[CH:18][CH:17]=2)[CH2:9][CH2:8]1)#[N:2] |f:2.3|. Procedure details: 1-[4-Cyano-5-methyl-4-(4-methoxyphenyl)hexyl]-4-[2-(4-fluorophenoxy)ethyl]piperazine 85 mg obtained in Example 11 was dissolved in dichloromethane 3 ml, and 1M-boron tribromide (dichloromethane solution, 0.5 ml) was added dropwise thereto under ice-cooling. After haeting the mixture under reflux for 5 hours, it was cooled to room temperature and basified with aqueous saturated sodium bicarbonate under ice-cooling. The mixture was extracted with ethyl acetate, and the organic layer was washed wit...